Dataset: the Open Reaction Database (ORD), a public repository of structured organic reaction records. Task: describe an organic reaction: reactants, conditions, products, and yield Yields the product CC(=O)N(N)c1ccc(C(F)(F)F)cc1NC(=O)c1ccccc1. Starting materials: O=C(Cl)c1ccccc1, CC(=O)N(N)c1ccc(C(F)(F)F)cc1N, c1ccncc1. As a reaction SMILES: [C:17]([c:18]1[cH:19][cH:20][cH:21][cH:22][cH:23]1)(=[O:24])[Cl:25].[NH2:1][c:2]1[c:3]([N:12]([NH2:13])[C:14]([CH3:15])=[O:16])[cH:4][cH:5][c:6]([C:8]([F:9])([F:10])[F:11])[cH:7]1.[cH:26]1[cH:27][cH:28][n:29][cH:30][cH:31]1>>[NH:1]([c:2]1[c:3]([N:12]([NH2:13])[C:14]([CH3:15])=[O:16])[cH:4][cH:5][c:6]([C:8]([F:9])([F:10])[F:11])[cH:7]1)[C:17]([c:18]1[cH:19][cH:20][cH:21][cH:22][cH:23]1)=[O:24]. Starting materials: CCN(C(C)C)C(C)C (DIEA), NC(=O)C1=C(SC(=C1)C1=C(C=C(C=C1F)C(C)(C)O)F)NC1=CC=CC(=N1)CN1N=NC(=C1)C(=O)[O-].[K+] (Potassium 1-{[6-({3-(aminocarbonyl)-5-[2,6-difluoro-4-(1-hydroxy-1-methylethyl)phenyl]-2-thienyl}amino)pyridin-2-yl]methyl}-1H-1,2,3-triazole-4-carboxylate), Cl.CN (methylamine hydrochloride), C=1C=CC2=C(C1)N=NN2O (HOBT), C(CCl)Cl (EDC). Solvent: O (water), CN(C)C=O (DMF). Conditions: time 8 hour. Product: NC(=O)C1=C(SC(=C1)C1=C(C=C(C=C1F)C(C)(C)O)F)NC1=CC=CC(=N1)CN1N=NC(=C1)C(=O)NC (1-{[6-({3-(aminocarbonyl)-5-[2,6-difluoro-4-(1-hydroxy-1-methylethyl)phenyl]-2-thienyl}amino)pyridin-2-yl]methyl}-N-methyl-1H-1,2,3-triazole-4-carboxamide). Reaction SMILES: [NH2:1][C:2]([C:4]1[CH:8]=[C:7]([C:9]2[C:14]([F:15])=[CH:13][C:12]([C:16]([OH:19])([CH3:18])[CH3:17])=[CH:11][C:10]=2[F:20])[S:6][C:5]=1[NH:21][C:22]1[N:27]=[C:26]([CH2:28][N:29]2[CH:33]=[C:32]([C:34]([O-])=[O:35])[N:31]=[N:30]2)[CH:25]=[CH:24][CH:23]=1)=[O:3].[K+].C1C=CC2N(O)N=[N:44][C:42]=2C=1.C(Cl)CCl.Cl.CN.CCN(C(C)C)C(C)C>CN(C=O)C.O>[NH2:1][C:2]([C:4]1[CH:8]=[C:7]([C:9]2[C:10]([F:20])=[CH:11][C:12]([C:16]([OH:19])([CH3:17])[CH3:18])=[CH:13][C:14]=2[F:15])[S:6][C:5]=1[NH:21][C:22]1[N:27]=[C:26]([CH2:28][N:29]2[CH:33]=[C:32]([C:34]([NH:44][CH3:42])=[O:35])[N:31]=[N:30]2)[CH:25]=[CH:24][CH:23]=1)=[O:3] |f:0.1,4.5|. Procedure: Potassium 1-{[6-({3-(aminocarbonyl)-5-[2,6-difluoro-4-(1-hydroxy-1-methylethyl)phenyl]-2-thienyl}amino)pyridin-2-yl]methyl}-1H-1,2,3-triazole-4-carboxylate (111 mg, 0.20 mmol), HOBT (62 mg, 0.40 mmol), EDC (77 mg, 0.40 mmol), and methylamine hydrochloride (41 mg, 0.60 mmol) were combined in DMF (5.0 mL), and DIEA (105 μL, 0.60 mmol) was added. The reaction was stirred at room temperature overnight. The solution was diluted with water to precipitate an off-white solid that was collected by filtra... Yields the product CC12CCC(C=C1C#Cc1ccccn1)C2(C)C. The reactants are C#Cc1ccccn1, CC12CCC(CC1=O)C2(C)C. RXN SMILES: [C:1](#[CH:2])[c:3]1[n:4][cH:5][cH:6][cH:7][cH:8]1.[C:9]12([CH3:19])[C:10](=[O:11])[CH2:12][CH:13]([CH2:14][CH2:15]1)[C:16]2([CH3:17])[CH3:18]>>[C:1](#[C:2][C:10]1=[CH:12][CH:13]2[CH2:14][CH2:15][C:9]1([CH3:19])[C:16]2([CH3:17])[CH3:18])[c:3]1[n:4][cH:5][cH:6][cH:7][cH:8]1.